Dataset: the Open Reaction Database (ORD), a public repository of structured organic reaction records. Task: describe an organic reaction: reactants, conditions, products, and yield The reactants are O1C(CCCC1)OCCCOC1=C(SC=2N(C(N(C(C21)=O)C)=O)CC(C)C)CC=2C=NC=CC2 (5-{3-[(tetrahydro-2H-pyran-2-yl)oxy]propoxy}-3-methyl-1-(2-methylpropyl)-6-[(3-pyridinyl)methyl]thieno[2,3-d]pyrimidine-2,4(1H,3H)-dione), C=1(C(=CC=CC1)S(=O)(=O)O)C (Toluenesulfonic acid). Solvent: CO (methanol). Conditions: time 5 hour. Product: OCCCOC1=C(SC=2N(C(N(C(C21)=O)C)=O)CC(C)C)CC=2C=NC=CC2 (5-(3-Hydroxypropoxy)-3-methyl-1-(2-methylpropyl)-6-[1-(pyridin-3-yl)methyl]thieno[2,3-d]pyrimidine-2,4(1H,3H)-dione). Isolated yield 21.5%. RXN SMILES: O1CCCCC1[O:7][CH2:8][CH2:9][CH2:10][O:11][C:12]1[C:20]2[C:19](=[O:21])[N:18]([CH3:22])[C:17](=[O:23])[N:16]([CH2:24][CH:25]([CH3:27])[CH3:26])[C:15]=2[S:14][C:13]=1[CH2:28][C:29]1[CH:30]=[N:31][CH:32]=[CH:33][CH:34]=1.C1(C)C(S(O)(=O)=O)=CC=CC=1>CO>[OH:7][CH2:8][CH2:9][CH2:10][O:11][C:12]1[C:20]2[C:19](=[O:21])[N:18]([CH3:22])[C:17](=[O:23])[N:16]([CH2:24][CH:25]([CH3:27])[CH3:26])[C:15]=2[S:14][C:13]=1[CH2:28][C:29]1[CH:30]=[N:31][CH:32]=[CH:33][CH:34]=1. Reported procedure: 5-{3-[(tetrahydro-2H-pyran-2-yl)oxy]propoxy}-3-methyl-1-(2-methylpropyl)-6-[(3-pyridinyl)methyl]thieno[2,3-d]pyrimidine-2,4(1H,3H)-dione (230 mg) was dissolved in methanol (3 ml). Toluenesulfonic acid (190 mg) was added and the mixture was stirred for 5 h. The methanol was evaporated, sodium bicarbonate (aqueous) and ethyl acetate were added and the phases were separated. The aqueous phase was extracted twice with ethyl acetate, the ethyl acetate layers were combined, washed with brine, dried, f...